This data is from the Open Reaction Database (ORD), a public repository of structured organic reaction records. The task is: describe an organic reaction: reactants, conditions, products, and yield The reactants are C[Si](C)(C)[N-][Si](C)(C)C.[K+] (potassium bis(trimethylsilyl)amide), C(C)(=O)O (acetic acid), C(C)OC(=O)C=1N=C(N(C1C)C1=CC(=C(C=C1)OC)C(F)(F)F)C (1-(4-Methoxy-3-trifluoromethyl-phenyl)-2,5-dimethyl-1H-imidazole-4-carboxylic acid ethyl ester), ClC1=NC=CC(=C1)C (2-chloro-4-methylpyridine). Solvent: C1(=CC=CC=C1)C (toluene), C1(=CC=CC=C1)C (toluene). Reaction conditions: temperature 0 celsius, time 90 minute. The product is ClC1=NC=CC(=C1)CC(=O)C=1N=C(N(C1C)C1=CC(=C(C=C1)OC)C(F)(F)F)C (2-(2-Chloro-pyridin-4-yl)-1-[1-(4-methoxy-3-trifluoromethyl-phenyl)-2,5-dimethyl-1H-imidazol-4-yl]-ethanone). RXN SMILES: C(O[C:4]([C:6]1[N:7]=[C:8]([CH3:24])[N:9]([C:12]2[CH:17]=[CH:16][C:15]([O:18][CH3:19])=[C:14]([C:20]([F:23])([F:22])[F:21])[CH:13]=2)[C:10]=1[CH3:11])=[O:5])C.[Cl:25][C:26]1[CH:31]=[C:30]([CH3:32])[CH:29]=[CH:28][N:27]=1.C[Si]([N-][Si](C)(C)C)(C)C.[K+].C(O)(=O)C>C1(C)C=CC=CC=1>[Cl:25][C:26]1[CH:31]=[C:30]([CH2:32][C:4]([C:6]2[N:7]=[C:8]([CH3:24])[N:9]([C:12]3[CH:17]=[CH:16][C:15]([O:18][CH3:19])=[C:14]([C:20]([F:21])([F:23])[F:22])[CH:13]=3)[C:10]=2[CH3:11])=[O:5])[CH:29]=[CH:28][N:27]=1 |f:2.3|. Reported procedure: 1-(4-Methoxy-3-trifluoromethyl-phenyl)-2,5-dimethyl-1H-imidazole-4-carboxylic acid ethyl ester (0.8 g, 2.3 mmol) and 2-chloro-4-methylpyridine (0.36 g, 2.8 mmol) were dissolved in 10 mL toluene. This solution was dropped to a cold (0° C.) mixture of potassium bis(trimethylsilyl)amide (1.17 g, 5.84 mmol) in 15 mL toluene. The reaction mixture was stirred for 90 min. at 0° C. 0.4 mL acetic acid were added, and the mixture extracted with water, saturated NaHCO3-Solution and brine. The aqueous layer... The reactants are C[O-].[Na+] (sodium methoxide), CN(C=C(C(=O)OCC)C=1C=NC=CC1)C (Ethyl 3-(dimethylamino)-2-pyridin-3-ylacrylate), N(N)C1=NC=NC(=C1)N1CCN(CC1)C (4-Hydrazino-6-(4-methylpiperazin-1-yl)pyrimidine), C12(C(=O)CC(CC1)C2(C)C)CS(=O)(=O)O (camphor-10-sulfonic acid), Cl (hydrochloric acid). Run in C(C)O (ethanol), C(C)O (ethanol). Reaction conditions: time 1 hour. Yields the product Cl.Cl.CN1CCN(CC1)C1=CC(=NC=N1)N1NC=C(C1=O)C=1C=NC=CC1 (2-[6-(4-Methylpiperazin-1-yl)-pyrimidin-4-yl]-4-pyridin-3-yl-1,2-dihydro-3H-pyrazol-3-one dihydrochloride). Reaction SMILES: CN(C)[CH:3]=[C:4]([C:10]1[CH:11]=[N:12][CH:13]=[CH:14][CH:15]=1)[C:5](OCC)=[O:6].[NH:17]([C:19]1[CH:24]=[C:23]([N:25]2[CH2:30][CH2:29][N:28]([CH3:31])[CH2:27][CH2:26]2)[N:22]=[CH:21][N:20]=1)[NH2:18].C12(CS(O)(=O)=O)C(C)(C)C(CC1)CC2=O.C[O-].[Na+].[ClH:50]>C(O)C>[ClH:50].[ClH:50].[CH3:31][N:28]1[CH2:29][CH2:30][N:25]([C:23]2[N:22]=[CH:21][N:20]=[C:19]([N:17]3[C:5](=[O:6])[C:4]([C:10]4[CH:11]=[N:12][CH:13]=[CH:14][CH:15]=4)=[CH:3][NH:18]3)[CH:24]=2)[CH2:26][CH2:27]1 |f:3.4,7.8.9|. Reported procedure: 146 mg (663 μmol) of the compound from Example 3A, 115 mg (552 μmol) of the compound from Example 6A and 13 mg (55 μmol) of camphor-10-sulfonic acid are dissolved in 5 ml of anhydrous ethanol, and the mixture is heated under reflux overnight. After cooling, the mixture is concentrated and the residue is purified by preparative HPLC (RP18 column; mobile phase: acetonitrile/water gradient with addition of 0.1% conc. hydrochloric acid). The resulting mixture of target product and intermediate is di... The reactants are [OH-].[Na+] (sodium hydroxide), Cl (hydrochloric acid), FC=1C=C2C(=[N+](C1)[O-])NC=C2 (5-fluoro-1H-pyrrolo[2,3-b]pyridine 7-oxide), C[Si](N[Si](C)(C)C)(C)C (hexamethyldisilazane), ClC(=O)OC (methyl chloroformate). Solvent: C1CCOC1 (THF). Reaction conditions: temperature 5 celsius, time 3 hour. Product: ClC1=C(C=C2C(=N1)NC=C2)F (6-chloro-5-fluoro-1H-pyrrolo[2,3-b]pyridine). Yield: 85.7%. Reaction SMILES: [F:1][C:2]1[CH:3]=[C:4]2[CH:11]=[CH:10][NH:9][C:5]2=[N+:6]([O-])[CH:7]=1.C[Si](C)(C)N[Si](C)(C)C.[Cl:21]C(OC)=O.[OH-].[Na+].Cl>C1COCC1>[Cl:21][C:7]1[N:6]=[C:5]2[NH:9][CH:10]=[CH:11][C:4]2=[CH:3][C:2]=1[F:1] |f:3.4|. Procedure details: To a stirred solution of 5-fluoro-1H-pyrrolo[2,3-b]pyridine 7-oxide (4.317 g, 28.38 mmol) in THF (150 mL) is added hexamethyldisilazane (6.54 mL, 31.22 mmol). The reaction mixture is cooled to 5° C. and methyl chloroformate (5.49 mL, 70.94 mmol) added dropwise. After stirring at 5° C. for 3 h, 2M sodium hydroxide (80 mL, 0.16 mol) is added dropwise, keeping temperature below 10° C. After 2 h, 2M hydrochloric acid solution is added until the mixture is at pH7. The reaction is poured onto brine (c... The reactants are FC(C(=O)NC1=CC(=CC=C1)CCSC)(F)F (2,2,2-trifluoro-N-(3-(2-(methylthio)ethyl)phenyl)acetamide), C1=CC(=CC(=C1)Cl)C(=O)OO (m-CPBA), S(=S)(=O)([O-])[O-].[Na+].[Na+] (sodium thiosulfate). The solvent is C(Cl)Cl (DCM). The product is FC(C(=O)NC1=CC(=CC=C1)CCS(=O)(=O)C)(F)F (2,2,2-trifluoro-N-(3-(2-(methylsulfonyl)ethyl)phenyl)acetamide). Isolated yield 89.0%. As a reaction SMILES: [F:1][C:2]([F:17])([F:16])[C:3]([NH:5][C:6]1[CH:11]=[CH:10][CH:9]=[C:8]([CH2:12][CH2:13]SC)[CH:7]=1)=[O:4].[CH:18]1C=C(Cl)C=C(C(OO)=O)C=1.[S:29]([O-:33])([O-])(=[O:31])=S.[Na+].[Na+]>C(Cl)Cl>[F:1][C:2]([F:16])([F:17])[C:3]([NH:5][C:6]1[CH:11]=[CH:10][CH:9]=[C:8]([CH2:12][CH2:13][S:29]([CH3:18])(=[O:33])=[O:31])[CH:7]=1)=[O:4] |f:2.3.4|. Reported procedure: A solution of 2,2,2-trifluoro-N-(3-(2-(methylthio)ethyl)phenyl)acetamide (4 g, 15 mmol) and m-CPBA (7.9 g, 45 mmol) in DCM (30 mL) was heated to reflux overnight. Aqueous solution of sodium thiosulfate (10 mL) was added. The solid was filtered from the mixture solution. The aqueous layer was extracted by ethyl acetate 3 times. The combined organic phase was washed with brine, dried over sodium sulfate and concentrated to give 2,2,2-trifluoro-N-(3-(2-(methylsulfonyl)ethyl)phenyl)acetamide (4 g, y... Reactants: C([O-])([O-])=O.[K+].[K+] (potassium carbonate), C1(=CC=CC=C1)S(=O)(=O)N1C=C(C2=CC=CC=C12)C1=C2N(N=C1C1=NC=CC=C1)CCC2 (1-benzenesulfonyl-3-[2-(pyridin-2-yl)-5,6-dihydro-4H-pyrrolo[1,2-b]pyrazol-3-yl]-1H-indole), CO.O (methanol water). The solvent is C1(=CC=CC=C1)C (toluene). Yields the product N1=C(C=CC=C1)C=1C(=C2N(N1)CCC2)C2=CNC1=CC=CC=C21 (3-[2-(Pyridin-2-yl)-5,6-dihydro-4H-pyrrolo [1,2-b]pyrazol-3-yl]-1H-indole). RXN SMILES: C(=O)([O-])[O-].[K+].[K+].C1(S([N:16]2[C:24]3[C:19](=[CH:20][CH:21]=[CH:22][CH:23]=3)[C:18]([C:25]3[C:29]([C:30]4[CH:35]=[CH:34][CH:33]=[CH:32][N:31]=4)=[N:28][N:27]4[CH2:36][CH2:37][CH2:38][C:26]=34)=[CH:17]2)(=O)=O)C=CC=CC=1.CO.O>C1(C)C=CC=CC=1>[N:31]1[CH:32]=[CH:33][CH:34]=[CH:35][C:30]=1[C:29]1[C:25]([C:18]2[C:19]3[C:24](=[CH:23][CH:22]=[CH:21][CH:20]=3)[NH:16][CH:17]=2)=[C:26]2[CH2:38][CH2:37][CH2:36][N:27]2[N:28]=1 |f:0.1.2,4.5|. Procedure details: Add potassium carbonate (75 mg, 0.55 mmol) to a solution of 1-benzenesulfonyl-3-[2-(pyridin-2-yl)-5,6-dihydro-4H-pyrrolo[1,2-b]pyrazol-3-yl]-1H-indole (120 mg, 0.27 mmol) in 3:1 methanol/water (1.2 mL). Reflux the reaction mixture for 16 h, cool to room temperature, and add toluene (50 mL). Concentrate in vacuo and purify by flash column chromatography, using the appropriate mixture of methylene chloride, chloroform, methanol, and concentrated aqueous ammonium hydroxide, to provide 6 mg (3% over...